From a dataset of the Open Reaction Database (ORD), a public repository of structured organic reaction records. describe an organic reaction: reactants, conditions, products, and yield Starting materials: FC1=CC=C(C=NO)C=C1 (4-fluorobenzaldehyde oxime), ClNC(CCC(=O)N)=O (N-chlorosuccinamide), CC(C#C)O (But-3-yn-2-ol). Run in C(Cl)Cl (DCM). Reaction conditions: time 1 hour. The product is FC1=CC=C(C=C1)C1=NOC(=C1)C(C)O (1-(3-(4-fluorophenyl)isoxazol-5-yl)ethanol). Isolated yield 51.7%. RXN SMILES: [F:1][C:2]1[CH:10]=[CH:9][C:5]([CH:6]=[N:7][OH:8])=[CH:4][CH:3]=1.ClNC(=O)CCC(N)=O.[CH3:20][CH:21]([OH:24])[C:22]#[CH:23]>C(Cl)Cl>[F:1][C:2]1[CH:10]=[CH:9][C:5]([C:6]2[CH:23]=[C:22]([CH:21]([OH:24])[CH3:20])[O:8][N:7]=2)=[CH:4][CH:3]=1. Procedure details: To a stirred solution of 4-fluorobenzaldehyde oxime (0.2 g, 1.4 mmol) in DCM (10 mL) was added N-chlorosuccinamide (0.1 g, 1.4 mmol) and the reaction stirred for 1 hour at room temperature. But-3-yn-2-ol (0.23 g, 1.68 mmol) was added and the reaction mixture stirred at reflux for 3 h. After completion of the reaction (as monitored by TLC), the mixture was extracted with DCM (3×100 mL), the organic layer washed with water (100 mL) followed by brine (100 mL), dried over sodium sulfate, and concent... Reactants: FC=1C(=CN(C1C=1C(=NC=CC1)F)S(=O)(=O)C1=CC(=CC=C1)S(=O)(=O)C)CN(C(OC(C)(C)C)=O)C (tert-butyl [(4-fluoro-5-(2-fluoropyridin-3-yl)-1-{[3-(methylsulfonyl)phenyl]sulfonyl}-1H-pyrrol-3-yl)methyl]methylcarbamate), C(C)(=O)OCC.Cl (hydrogen chloride-ethyl acetate). The solvent is C(C)(=O)OCC (ethyl acetate), CC(C)O (2-propanol). Reaction conditions: time 1 hour. Yields the product Cl.FC=1C(=CN(C1C=1C(=NC=CC1)F)S(=O)(=O)C1=CC(=CC=C1)S(=O)(=O)C)CNC (1-(4-fluoro-5-(2-fluoropyridin-3-yl)-1-{[3-(methylsulfonyl)phenyl]sulfonyl}-1H-pyrrol-3-yl)-N-methylmethanamine hydrochloride). Yield: 78.0%. Reaction SMILES: [F:1][C:2]1[C:3]([CH2:27][N:28](C)[C:29](=O)OC(C)(C)C)=[CH:4][N:5]([S:14]([C:17]2[CH:22]=[CH:21][CH:20]=[C:19]([S:23]([CH3:26])(=[O:25])=[O:24])[CH:18]=2)(=[O:16])=[O:15])[C:6]=1[C:7]1[C:8]([F:13])=[N:9][CH:10]=[CH:11][CH:12]=1.C(OCC)(=O)C.[ClH:43]>C(OCC)(=O)C.CC(O)C>[ClH:43].[F:1][C:2]1[C:3]([CH2:27][NH:28][CH3:29])=[CH:4][N:5]([S:14]([C:17]2[CH:22]=[CH:21][CH:20]=[C:19]([S:23]([CH3:26])(=[O:24])=[O:25])[CH:18]=2)(=[O:16])=[O:15])[C:6]=1[C:7]1[C:8]([F:13])=[N:9][CH:10]=[CH:11][CH:12]=1 |f:1.2,5.6|. Reported procedure: To a solution of tert-butyl [(4-fluoro-5-(2-fluoropyridin-3-yl)-1-{[3-(methylsulfonyl)phenyl]sulfonyl}-1H-pyrrol-3-yl)methyl]methylcarbamate (504 mg) in ethyl acetate (3 mL) and 2-propanol (2 mL) was added 4 mol/L hydrogen chloride-ethyl acetate solution (6 mL), and the mixture was stirred at room temperature for 1 hr. The reaction mixture was concentrated under reduced pressure, and the residue was recrystallized from a mixed solvent of ethanol and water to give the title compound as a white so... The reactants are CCO, [Cl-], [Fe], CSc1ccc(Nc2cc(Oc3ccc([N+](=O)[O-])cc3)ncn2)cc1, [NH4+]. Product: CSc1ccc(Nc2cc(Oc3ccc(N)cc3)ncn2)cc1. RXN SMILES: [CH3:29][CH2:30][OH:31].[Cl-:26].[Fe:28].[N+:1]([O-:2])(=[O:3])[c:4]1[cH:5][cH:6][c:7]([O:8][c:9]2[cH:10][c:11]([NH:15][c:16]3[cH:17][cH:18][c:19]([S:22][CH3:23])[cH:20][cH:21]3)[n:12][cH:13][n:14]2)[cH:24][cH:25]1.[NH4+:27]>>[NH2:1][c:4]1[cH:5][cH:6][c:7]([O:8][c:9]2[cH:10][c:11]([NH:15][c:16]3[cH:17][cH:18][c:19]([S:22][CH3:23])[cH:20][cH:21]3)[n:12][cH:13][n:14]2)[cH:24][cH:25]1. Starting materials: CO, ClC(Cl)Cl, CC(C)C(=O)Nc1nc(CO)cs1. Product: CC(C)C(=O)Nc1nc(C=O)cs1. Reaction SMILES: [CH3:14][OH:15].[CH:16]([Cl:17])([Cl:18])[Cl:19].[OH:1][CH2:2][c:3]1[n:4][c:5]([NH:8][C:9]([CH:10]([CH3:11])[CH3:12])=[O:13])[s:6][cH:7]1>>[O:1]=[CH:2][c:3]1[n:4][c:5]([NH:8][C:9]([CH:10]([CH3:11])[CH3:12])=[O:13])[s:6][cH:7]1. Starting materials: C(C1=CC=CC=C1)OC1=CC=C2C(CC(OC2=C1)(C)C)=O (7-Benzyloxy-2,2-dimethylchroman-4-one), C(CCC)[Li] (n-Butyl-lithium), solution, BrC1=CC=C(C=C1)C(F)(F)F (4-bromobenzotrifluoride), O (Water). Run in CCOCC (ether), CCOCC (ether). Reaction conditions: time 2 hour. Yields the product C(C1=CC=CC=C1)OC1=CC=C2C(=CC(OC2=C1)(C)C)C1=CC=C(C=C1)C(F)(F)F (7-Benzyloxy-2,2-dimethyl-4-(4-trifluoromethylphenyl)-2H-chromene). Yield: 90.3%. RXN SMILES: C([Li])CCC.Br[C:7]1[CH:12]=[CH:11][C:10]([C:13]([F:16])([F:15])[F:14])=[CH:9][CH:8]=1.[CH2:17]([O:24][C:25]1[CH:34]=[C:33]2[C:28]([C:29](=O)[CH2:30][C:31]([CH3:36])([CH3:35])[O:32]2)=[CH:27][CH:26]=1)[C:18]1[CH:23]=[CH:22][CH:21]=[CH:20][CH:19]=1.O>CCOCC>[CH2:17]([O:24][C:25]1[CH:34]=[C:33]2[C:28]([C:29]([C:7]3[CH:12]=[CH:11][C:10]([C:13]([F:16])([F:15])[F:14])=[CH:9][CH:8]=3)=[CH:30][C:31]([CH3:36])([CH3:35])[O:32]2)=[CH:27][CH:26]=1)[C:18]1[CH:19]=[CH:20][CH:21]=[CH:22][CH:23]=1. Procedure: n-Butyl-lithium (142 ml of a 2.4 M solution) was added under dry nitrogen to a solution of 4-bromobenzotrifluoride (76.5 g) in dry ether at -50° C. The mixture was left to stir for 2 hours. 7-Benzyloxy-2,2-dimethylchroman-4-one (64 g) in dry ether was added dropwise. Water was added and the ether layer washed with 5 N.HCl (2×100 ml), and dried (MgSO4). Removal of the solvent under reduced pressure gave an oil (84 g) which was chromatographed on alumina. Elution with petrolether (1:1) gave the ti... Reactants: [Al+3], CC(=O)c1nc(Cl)ccc1OCc1ccccc1, Cc1ccccc1, C[NH+](C)C, [Cl-], [Cl-], [Cl-], [Cl-]. Product: CC(=O)c1nc(Cl)ccc1O. As a reaction SMILES: [Al+3:2].[CH2:10]([c:11]1[cH:12][cH:13][cH:14][cH:15][cH:16]1)[O:17][c:18]1[c:19]([C:25]([CH3:26])=[O:27])[n:20][c:21]([Cl:24])[cH:22][cH:23]1.[CH3:28][c:29]1[cH:30][cH:31][cH:32][cH:33][cH:34]1.[CH3:6][NH+:7]([CH3:8])[CH3:9].[Cl-:1].[Cl-:3].[Cl-:4].[Cl-:5]>>[OH:17][c:18]1[c:19]([C:25]([CH3:26])=[O:27])[n:20][c:21]([Cl:24])[cH:22][cH:23]1. Run in O (water), CCOC(=O)C (EtOAc), COCCOC (DME). Product: FC(C(CC(=O)C1=CC(=C(C=C1)OC)C)=O)(F)F (4,4,4-Trifluoro-1-(3-methyl-4-methoxylphenyl)-1,3-butanedione). Conditions: time 8 hour. Reported procedure: To stirred solution of 1-(3-methyl-4-methoxyphenyl)ethanone (3.29 g, 20 mmol) in DME was added ethyl trifluoroacetate (5.68 g, 40 mmol) and sodium methoxide (4.32 g, 80 mmol), and the resulting reaction mixture was stirred at room temperature overnight. EtOAc (200 ml) and water (50 ml) were added, and the pH of the aqueous layer was adjusted to 6 by addition of 1 N HCl solution. The organic layer was washed with brine (50 ml), dried over Na2SO4, and concentrated in vacuo to give the crude produc... Isolated yield 61.5%. Starting materials: Cl (HCl), FC(C(=O)OCC)(F)F (ethyl trifluoroacetate), C[O-].[Na+] (sodium methoxide), CC=1C=C(C=CC1OC)C(C)=O (1-(3-methyl-4-methoxyphenyl)ethanone). Reaction SMILES: [CH3:1][C:2]1[CH:3]=[C:4]([C:10](=[O:12])[CH3:11])[CH:5]=[CH:6][C:7]=1[O:8][CH3:9].[F:13][C:14]([F:21])([F:20])[C:15](OCC)=[O:16].C[O-].[Na+].Cl>COCCOC.O.CCOC(C)=O>[F:13][C:14]([F:21])([F:20])[C:15](=[O:16])[CH2:11][C:10]([C:4]1[CH:5]=[CH:6][C:7]([O:8][CH3:9])=[C:2]([CH3:1])[CH:3]=1)=[O:12] |f:2.3|. Reactants: [N+](=O)([O-])C1=CC(=C(C=C1)O)N (4-nitro-o-aminophenol), CC1=C(SC=C1)C=O (3-methyl-2-thiophene carboxaldehyde). Run in C(C)O (ethanol). Reaction conditions: time 1 hour. Product: CC1=C(SC=C1)C=NC1=C(C=CC(=C1)[N+](=O)[O-])O (2-[[(3-Methyl-2-thienyl)methylene]amino]-4-nitrophenol). Yield: 91.9%. RXN SMILES: [N+:1]([C:4]1[CH:9]=[CH:8][C:7]([OH:10])=[C:6]([NH2:11])[CH:5]=1)([O-:3])=[O:2].[CH3:12][C:13]1[CH:17]=[CH:16][S:15][C:14]=1[CH:18]=O>C(O)C>[CH3:12][C:13]1[CH:17]=[CH:16][S:15][C:14]=1[CH:18]=[N:11][C:6]1[CH:5]=[C:4]([N+:1]([O-:3])=[O:2])[CH:9]=[CH:8][C:7]=1[OH:10]. Reported procedure: To a solution of 4-nitro-o-aminophenol (15.4 g, 0.1 mole) in 200 ml of ethanol, 3-methyl-2-thiophene carboxaldehyde (12.6 g, 0.1 mole) is added at room temperature. The mixture is allowed to stir for 1 hour and the precipitated yellow Schiff's Base is collected. Crystallization from acetonitrile yields 24.1 g of product, melting point 169°-171°C.